This data is from the Open Reaction Database (ORD), a public repository of structured organic reaction records. The task is: describe an organic reaction: reactants, conditions, products, and yield Reactants: CCCC(C)(CC)C(=O)O, O=S(Cl)Cl. Yields the product CCCC(C)(CC)C(=O)Cl. Reaction SMILES: [CH2:5]([CH3:6])[C:7]([C:8](=[O:9])[OH:10])([CH2:11][CH2:12][CH3:13])[CH3:14].[S:1]([Cl:2])([Cl:3])=[O:4]>>[Cl:3][C:8]([C:7]([CH2:5][CH3:6])([CH2:11][CH2:12][CH3:13])[CH3:14])=[O:9]. The reactants are C(C)C1C(C2=CC=C(C=C2CC1)OC)=O (2-ethyl-6-methoxy-3,4-dihydro-2H-naphthalen-1-one), [BH4-].[Na+] (NaBH4), Cl (HCl). Solvent: CO (MeOH). Conditions: time 30 minute. Yields the product C(C)C=1CCC2=CC(=CC=C2C1)OC (3-Ethyl-7-methoxy-1,2-dihydronaphthalene). RXN SMILES: [CH2:1]([CH:3]1[CH2:12][CH2:11][C:10]2[C:5](=[CH:6][CH:7]=[C:8]([O:13][CH3:14])[CH:9]=2)[C:4]1=O)[CH3:2].[BH4-].[Na+].Cl>CO>[CH2:1]([C:3]1[CH2:12][CH2:11][C:10]2[C:5]([CH:4]=1)=[CH:6][CH:7]=[C:8]([O:13][CH3:14])[CH:9]=2)[CH3:2] |f:1.2|. Reported procedure: To a solution of 2-ethyl-6-methoxy-3,4-dihydro-2H-naphthalen-1-one (6.10 g, 29.9 mmol) in MeOH (70 mL) at 0° C. is added NaBH4 slowly and the mixture is stirred at RT for 30 min. Then 2M HCl solution (200 mL) is added and the mixture is stirred for 10 min before it is extracted with EtOAc and concentrated. The residue is purified to give the title compound as a clear oil: (M+H)+=189. The reactants are [Br-], [Cu+2], O=N[O-], CCOC(=O)c1csc(N)n1, [Na+], [Na+], O, O=S(=O)(O)O, O=S(=O)([O-])[O-]. RXN SMILES: [Br-:18].[Cu+2:28].[N:19]([O-:20])=[O:21].[NH2:6][c:7]1[s:8][cH:9][c:10]([C:12](=[O:13])[O:14][CH2:15][CH3:16])[n:11]1.[Na+:17].[Na+:22].[OH2:29].[S:1](=[O:2])(=[O:3])([OH:4])[OH:5].[S:23]([O-:24])([O-:25])(=[O:26])=[O:27]>>[c:7]1([Br:18])[s:8][cH:9][c:10]([C:12](=[O:13])[O:14][CH2:15][CH3:16])[n:11]1. Yields the product CCOC(=O)c1csc(Br)n1. RXN SMILES: [CH3:13][Br:14].[CH3:15][C:16]#[N:17].[CH3:1][N:2]1[CH2:3][CH2:4][CH2:5][c:6]2[cH:7][cH:8][cH:9][c:10]([OH:12])[c:11]21>>[Br-:14].[CH3:1][N+:2]1([CH3:13])[CH2:3][CH2:4][CH2:5][c:6]2[cH:7][cH:8][cH:9][c:10]([OH:12])[c:11]21. Product: [Br-], C[N+]1(C)CCCc2cccc(O)c21. Reactants: CBr, CC#N, CN1CCCc2cccc(O)c21. Reactants: CC(C)c1ccc(N)c(Br)c1, CCN(C(C)C)C(C)C, Cl, [Na+], O=C([O-])O, OCCO, Cc1cc(N2CCC=C(c3ccccc3)C2)nc(Cl)n1. Yields the product Cc1cc(N2CCC=C(c3ccccc3)C2)nc(Nc2ccc(C(C)C)cc2Br)n1. As a reaction SMILES: [Br:22][c:23]1[c:24]([NH2:25])[cH:26][cH:27][c:28]([CH:30]([CH3:31])[CH3:32])[cH:29]1.[CH:33]([N:34]([CH:35]([CH3:36])[CH3:37])[CH2:38][CH3:39])([CH3:40])[CH3:41].[ClH:21].[Na+:42].[OH:43][C:44](=[O:45])[O-:46].[OH:47][CH2:48][CH2:49][OH:50].[c:1]1([C:7]2=[CH:8][CH2:9][CH2:10][N:11]([c:13]3[n:14][c:15]([Cl:20])[n:16][c:17]([CH3:19])[cH:18]3)[CH2:12]2)[cH:2][cH:3][cH:4][cH:5][cH:6]1>>[c:1]1([C:7]2=[CH:8][CH2:9][CH2:10][N:11]([c:13]3[n:14][c:15]([NH:25][c:24]4[c:23]([Br:22])[cH:29][c:28]([CH:30]([CH3:31])[CH3:32])[cH:27][cH:26]4)[n:16][c:17]([CH3:19])[cH:18]3)[CH2:12]2)[cH:2][cH:3][cH:4][cH:5][cH:6]1. The reactants are ClCCl, COC(=O)c1ccc(Oc2ccccc2C(=O)OC)c(N)c1. Yields the product COC(=O)c1ccc2c(c1)NC(=O)c1ccccc1O2. RXN SMILES: [Cl:23][CH2:24][Cl:25].[NH2:1][c:2]1[cH:3][c:4]([C:5](=[O:6])[O:7][CH3:8])[cH:9][cH:10][c:11]1[O:12][c:13]1[c:14]([C:19]([O:21][CH3:20])=[O:22])[cH:15][cH:16][cH:17][cH:18]1>>[NH:1]1[c:2]2[cH:3][c:4]([C:5](=[O:6])[O:7][CH3:8])[cH:9][cH:10][c:11]2[O:12][c:13]2[c:14]([cH:15][cH:16][cH:17][cH:18]2)[C:19]1=[O:21]. Reactants: COC1=C(C(=CC=C1)OC)C1=CC(=C(C(=O)OCC2=CC=CC=C2)C=C1)OCC1=CC=CC=C1 (4-(2′,6′-dimethoxyphenyl)-2-benzyloxy-benzoic acid, benzyl ester), CC(C)C[AlH]CC(C)C (DIBAL-H). The solvent is C(Cl)Cl (CH2Cl2). Conditions: time 18 hour. Yields the product COC1=C(C(=CC=C1)OC)C1=CC(=C(CO)C=C1)OCC1=CC=CC=C1 (4-(2′,6′-dimethoxyphenyl)-2-benzyloxy-benzyl alcohol). Reaction SMILES: [CH3:1][O:2][C:3]1[CH:8]=[CH:7][CH:6]=[C:5]([O:9][CH3:10])[C:4]=1[C:11]1[CH:26]=[CH:25][C:14]([C:15](OCC2C=CC=CC=2)=[O:16])=[C:13]([O:27][CH2:28][C:29]2[CH:34]=[CH:33][CH:32]=[CH:31][CH:30]=2)[CH:12]=1.CC(C[AlH]CC(C)C)C>C(Cl)Cl>[CH3:10][O:9][C:5]1[CH:6]=[CH:7][CH:8]=[C:3]([O:2][CH3:1])[C:4]=1[C:11]1[CH:26]=[CH:25][C:14]([CH2:15][OH:16])=[C:13]([O:27][CH2:28][C:29]2[CH:34]=[CH:33][CH:32]=[CH:31][CH:30]=2)[CH:12]=1. Reported procedure: To a solution of 4-(2′,6′-dimethoxyphenyl)-2-benzyloxy-benzoic acid, benzyl ester (0.72 g, 1.58 mmol) in 7.0 ml of CH2Cl2 at −78° C. was added 3.50 mL (3.5 mmol, 1M in toluene) of DIBAL-H. The reaction mixture was allowed to slowly warm to room temperature overnight. After 18 h, the reaction was quenched with saturated Rochelle's solution, diluted with EtOAc and the layers were separated. The organic layer was successively washed with 1N HCl (2×100 ml), saturated NaHCO3 solution (2×50 ml), brine... The reactants are ClC1=NC=C(C=C1C(=O)N[C@@H](C)C1=CC=C(C(=O)OC)C=C1)Cl (Methyl 4-((1S)-1-{[(2,5-dichloropyridin-3-yl)carbonyl]amino}ethyl)benzoate), ClC1=C(C=CC(=C1)F)O (2-chloro-4-fluorophenol). Product: ClC=1C=C(C(=NC1)OC1=C(C=C(C=C1)F)Cl)C(=O)N[C@@H](C)C1=CC=C(C(=O)OC)C=C1 (Methyl 4-[(1S)-1-({[5-chloro-2-(2-chloro-4-fluorophenoxy)pyridin-3-yl]carbonyl}amino)ethyl]benzoate). As a reaction SMILES: Cl[C:2]1[C:7]([C:8]([NH:10][C@H:11]([C:13]2[CH:22]=[CH:21][C:16]([C:17]([O:19][CH3:20])=[O:18])=[CH:15][CH:14]=2)[CH3:12])=[O:9])=[CH:6][C:5]([Cl:23])=[CH:4][N:3]=1.[Cl:24][C:25]1[CH:30]=[C:29]([F:31])[CH:28]=[CH:27][C:26]=1[OH:32]>>[Cl:23][C:5]1[CH:6]=[C:7]([C:8]([NH:10][C@H:11]([C:13]2[CH:22]=[CH:21][C:16]([C:17]([O:19][CH3:20])=[O:18])=[CH:15][CH:14]=2)[CH3:12])=[O:9])[C:2]([O:32][C:26]2[CH:27]=[CH:28][C:29]([F:31])=[CH:30][C:25]=2[Cl:24])=[N:3][CH:4]=1. Procedure: The title compound was prepared according to the procedure described in step 2 of Example 48 from methyl 4-((1S)-1-{[(2,5-dichloropyridin-3-yl)carbonyl]amino}ethyl)benzoate (step 1 of Example 48) and 2-chloro-4-fluorophenol: 1H-NMR (CDCl3) δ 8.54 (1H, d, J=2.6 Hz), 8,12 (1H, br.s), 8.09 (1H, d, J=2.6 Hz), 8.04–7.98 (2H, m), 7.48–7.41 (2H, m), 7.32–7.25 (2H, m), 7.15–7.07 (1H, m), 5.45–5.33 (1H, m), 3.90 (3H, s), 1.61 (3H, d, J=7.0 Hz); MS (ESI) m/z 463 (M+H)+, 461 (M−H)−. Starting materials: CCCC[N+](CCCC)(CCCC)CCCC, C1CCOC1, COC(=O)c1sc(C2CCC(C)(C)CC2)cc1N(C(=O)C1CCC(C)CC1)C1CCC(n2cc([Si](C)(C)C)nn2)CC1, [Cl-], [F-], [NH4+], O. The product is COC(=O)c1sc(C2CCC(C)(C)CC2)cc1N(C(=O)C1CCC(C)CC1)C1CCC(n2ccnn2)CC1. Reaction SMILES: [CH2:44]([N+:45]([CH2:46][CH2:47][CH2:48][CH3:49])([CH2:50][CH2:51][CH2:52][CH3:53])[CH2:54][CH2:55][CH2:56][CH3:57])[CH2:58][CH2:59][CH3:60].[CH2:64]1[O:65][CH2:66][CH2:67][CH2:68]1.[CH3:1][O:2][C:3](=[O:4])[c:5]1[s:6][c:7]([CH:35]2[CH2:36][CH2:37][C:38]([CH3:41])([CH3:42])[CH2:39][CH2:40]2)[cH:8][c:9]1[N:10]([CH:11]1[CH2:12][CH2:13][CH:14]([n:17]2[n:18][n:19][c:20]([Si:22]([CH3:23])([CH3:24])[CH3:25])[cH:21]2)[CH2:15][CH2:16]1)[C:26](=[O:27])[CH:28]1[CH2:29][CH2:30][CH:31]([CH3:34])[CH2:32][CH2:33]1.[Cl-:62].[F-:43].[NH4+:63].[OH2:61]>>[CH3:1][O:2][C:3](=[O:4])[c:5]1[s:6][c:7]([CH:35]2[CH2:36][CH2:37][C:38]([CH3:41])([CH3:42])[CH2:39][CH2:40]2)[cH:8][c:9]1[N:10]([CH:11]1[CH2:12][CH2:13][CH:14]([n:17]2[n:18][n:19][cH:20][cH:21]2)[CH2:15][CH2:16]1)[C:26](=[O:27])[CH:28]1[CH2:29][CH2:30][CH:31]([CH3:34])[CH2:32][CH2:33]1. The yield is 30.0%. Reaction SMILES: [C:1]([C:3]1[CH:8]=[CH:7][C:6](B(O)O)=[CH:5][CH:4]=1)#[N:2].[CH2:12]([S:19][C:20]1[CH:25]=[CH:24][C:23](Br)=[CH:22][CH:21]=1)[CH2:13][CH2:14][CH2:15][CH2:16][CH2:17][CH3:18].C(=O)([O-])[O-].[Na+].[Na+]>C1(C)C=CC=CC=1>[C:1]([C:3]1[CH:8]=[CH:7][C:6]([C:23]2[CH:24]=[CH:25][C:20]([S:19][CH2:12][CH2:13][CH2:14][CH2:15][CH2:16][CH2:17][CH3:18])=[CH:21][CH:22]=2)=[CH:5][CH:4]=1)#[N:2] |f:2.3.4|. Product: C(#N)C1=CC=C(C=C1)C1=CC=C(C=C1)SCCCCCCC (4-Cyano-4'-heptylthiobiphenyl). Procedure details: 4-Cyanophenylboronic acid (7 g, 0.0476 m) was stirred and refluxed for 60 hours under nitrogen with 4-n-heptylthiobromobenzene (12.4 g, 0.0433 m), TTPP (0.9 g, 0.000783 m), 2 molar aqueous sodium carbonate (41 mls). toluene (86 mls) and industrial methylated spirit (20.5 mls). The mixture was then separated and extincted with toluene (2×100 mls) washed with water (100 mls) and dried over magnesium sulphate. The solvents were then evaporated off to give a brown solid products which was purified b... The solvent is industrial methylated spirit, C1(=CC=CC=C1)C (toluene). Starting materials: C(#N)C1=CC=C(C=C1)B(O)O (4-Cyanophenylboronic acid), C(CCCCCC)SC1=CC=C(C=C1)Br (4-n-heptylthiobromobenzene), C([O-])([O-])=O.[Na+].[Na+] (sodium carbonate).